From a dataset of the Open Reaction Database (ORD), a public repository of structured organic reaction records. describe an organic reaction: reactants, conditions, products, and yield The reactants are CCOC(C)=O, CC(C)(C=Cc1ccc(Cl)cc1)COCc1cccc(Oc2ccccc2)c1, [H][H]. Product: CC(C)(CCc1ccc(Cl)cc1)COCc1cccc(Oc2ccccc2)c1. Reaction SMILES: [CH2:31]([O:32][C:33](=[O:34])[CH3:35])[CH3:36].[CH3:1][C:2]([CH:3]=[CH:4][c:5]1[cH:6][cH:7][c:8]([Cl:11])[cH:9][cH:10]1)([CH2:12][O:13][CH2:14][c:15]1[cH:16][c:17]([O:21][c:22]2[cH:23][cH:24][cH:25][cH:26][cH:27]2)[cH:18][cH:19][cH:20]1)[CH3:28].[H:29][H:30]>>[CH3:1][C:2]([CH2:3][CH2:4][c:5]1[cH:6][cH:7][c:8]([Cl:11])[cH:9][cH:10]1)([CH2:12][O:13][CH2:14][c:15]1[cH:16][c:17]([O:21][c:22]2[cH:23][cH:24][cH:25][cH:26][cH:27]2)[cH:18][cH:19][cH:20]1)[CH3:28]. The reactants are COc1ccc(Br)cn1, COc1ccc([Sn](C)(C)C)cc1OC, CN(C)C=O. The product is COc1ccc(-c2ccc(OC)c(OC)c2)cn1. RXN SMILES: [CH3:15][O:16][c:17]1[n:18][cH:19][c:20]([Br:23])[cH:21][cH:22]1.[CH3:1][Sn:2]([c:3]1[cH:4][c:5]([O:11][CH3:12])[c:6]([O:9][CH3:10])[cH:7][cH:8]1)([CH3:13])[CH3:14].[CH3:24][N:25]([CH3:26])[CH:27]=[O:28]>>[c:3]1(-[c:20]2[cH:19][n:18][c:17]([O:16][CH3:15])[cH:22][cH:21]2)[cH:4][c:5]([O:11][CH3:12])[c:6]([O:9][CH3:10])[cH:7][cH:8]1. The reactants are ClC1=NC2=C(N1)C=CC(=C2)Cl (2,5-dichloro-1H-benzoimidazole), Cl.ClC=1C(=NC=CC1)N1CCNCC1 (1(3-chloropyridin-2-yl)piperazine hydrochloride), C(C)(C)N(C(C)C)CC (N,N-diisopropylethylamine). Product: ClC=1C=CC2=C(NC(=N2)N2CCN(CC2)C2=NC=CC=C2Cl)C1 (6-Chloro-2-[4-(3-chloropyridin-2-yl)piperazin-1-yl]-1H-benzoimidazole). As a reaction SMILES: Cl[C:2]1[NH:6][C:5]2[CH:7]=[CH:8][C:9]([Cl:11])=[CH:10][C:4]=2[N:3]=1.Cl.[Cl:13][C:14]1[C:15]([N:20]2[CH2:25][CH2:24][NH:23][CH2:22][CH2:21]2)=[N:16][CH:17]=[CH:18][CH:19]=1.C(N(CC)C(C)C)(C)C>>[Cl:11][C:9]1[CH:8]=[CH:7][C:5]2[N:6]=[C:2]([N:23]3[CH2:24][CH2:25][N:20]([C:15]4[C:14]([Cl:13])=[CH:19][CH:18]=[CH:17][N:16]=4)[CH2:21][CH2:22]3)[NH:3][C:4]=2[CH:10]=1 |f:1.2|. Reported procedure: The 2,5-dichloro-1H-benzoimidazole (0.244 g, 1.3 mmol, Example 20b), 1(3-chloropyridin-2-yl)piperazine hydrochloride (0.4 g, 1.7 mmol, Example 3b) and N,N-diisopropylethylamine (0.59 mL, 3.4 mmol, Aldrich) were reacted under the conditions of Example 3c to give the title compound as a white solid. M.p. 214-215° C. MS (ESI, pos. ion) m/z: 348 (M+1). Starting materials: C1(CC1)C=1N=CC(=NC1OCC1CC1)C(=O)O (5-cyclopropyl-6-cyclopropylmethoxy-pyrazine-2-carboxylic acid), FC([C@H](C1=NC=CC=C1)N)(F)F ((S)-2,2,2-trifluoro-1-pyridin-2-yl-ethylamine). Product: FC([C@H](C1=NC=CC=C1)NC(=O)C1=NC(=C(N=C1)C1CC1)OCC1CC1)(F)F (5-Cyclopropyl-6-cyclopropylmethoxy-pyrazine-2-carboxylic acid ((S)-2,2,2-trifluoro-1-pyridin-2-yl-ethyl)-amide). Reaction SMILES: [CH:1]1([C:4]2[N:5]=[CH:6][C:7]([C:15]([OH:17])=O)=[N:8][C:9]=2[O:10][CH2:11][CH:12]2[CH2:14][CH2:13]2)[CH2:3][CH2:2]1.[F:18][C:19]([F:29])([F:28])[C@@H:20]([NH2:27])[C:21]1[CH:26]=[CH:25][CH:24]=[CH:23][N:22]=1>>[F:29][C:19]([F:18])([F:28])[C@@H:20]([NH:27][C:15]([C:7]1[CH:6]=[N:5][C:4]([CH:1]2[CH2:2][CH2:3]2)=[C:9]([O:10][CH2:11][CH:12]2[CH2:13][CH2:14]2)[N:8]=1)=[O:17])[C:21]1[CH:26]=[CH:25][CH:24]=[CH:23][N:22]=1. Procedure: The title compound was synthesized in analogy to Example 6, using 5-cyclopropyl-6-cyclopropylmethoxy-pyrazine-2-carboxylic acid (Example 10 g) and (S)-2,2,2-trifluoro-1-pyridin-2-yl-ethylamine (Example 48b) as starting materials, and isolated (71 mg, 85%) as light yellow gum; LC-MS (UV peak area, ESI) 100%, 393.1524 (M+H).